From a dataset of the Open Reaction Database (ORD), a public repository of structured organic reaction records. describe an organic reaction: reactants, conditions, products, and yield Starting materials: C1COCCN1, ClC(Cl)Cl, Oc1ccc(CCl)c2cccnc12. The product is Oc1ccc(CN2CCOCC2)c2cccnc12. As a reaction SMILES: [CH2:1]1[CH2:2][O:3][CH2:4][CH2:5][NH:6]1.[Cl:20][CH:21]([Cl:22])[Cl:23].[Cl:7][CH2:8][c:9]1[c:10]2[cH:11][cH:12][cH:13][n:14][c:15]2[c:16]([OH:19])[cH:17][cH:18]1>>[CH2:1]1[CH2:2][O:3][CH2:4][CH2:5][N:6]1[CH2:8][c:9]1[c:10]2[cH:11][cH:12][cH:13][n:14][c:15]2[c:16]([OH:19])[cH:17][cH:18]1.